This data is from the Open Reaction Database (ORD), a public repository of structured organic reaction records. The task is: describe an organic reaction: reactants, conditions, products, and yield Reactants: N#Cc1ccc(C(=O)Cl)o1, CC(=O)O, CC1CCN(c2ccc(CO)cc2[N+](=O)[O-])CC1, CCOC(C)=O, CO, ClCCl, [H][H], CC1CCN(c2ccc(CO)cc2N)CC1. Yields the product CC1CCN(c2ccc(CO)cc2NC(=O)c2ccc(C#N)o2)CC1. RXN SMILES: [C:41](#[N:42])[c:43]1[cH:44][cH:45][c:46]([C:48](=[O:49])[Cl:50])[o:47]1.[CH3:19][C:20](=[O:21])[OH:22].[CH3:1][CH:2]1[CH2:3][CH2:4][N:5]([c:8]2[c:9]([N+:16]([O-:17])=[O:18])[cH:10][c:11]([CH2:14][OH:15])[cH:12][cH:13]2)[CH2:6][CH2:7]1.[CH3:54][CH2:55][O:56][C:57](=[O:58])[CH3:59].[CH3:60][OH:61].[Cl:51][CH2:52][Cl:53].[H:23][H:24].[NH2:25][c:26]1[cH:27][c:28]([CH2:29][OH:30])[cH:31][cH:32][c:33]1[N:34]1[CH2:35][CH2:36][CH:37]([CH3:38])[CH2:39][CH2:40]1>>[CH3:1][CH:2]1[CH2:3][CH2:4][N:5]([c:8]2[c:9]([NH:16][C:48]([c:46]3[cH:45][cH:44][c:43]([C:41]#[N:42])[o:47]3)=[O:49])[cH:10][c:11]([CH2:14][OH:15])[cH:12][cH:13]2)[CH2:6][CH2:7]1.